This data is from the Open Reaction Database (ORD), a public repository of structured organic reaction records. The task is: describe an organic reaction: reactants, conditions, products, and yield Solvent: CO (MeOH). Product: C(C)(C)(C)OC(=O)NC1CCC(CC1)OC1=NC=CC=C1NC=1C2=C(N=CN1)SC(=C2C)C(=O)O (4-[2-(4-tert-Butoxycarbonylamino-cyclohexyloxy)-pyridin-3-ylamino]-5-methyl-thieno[2,3-d]pyrimidine-6-carboxylic acid). Run at temperature 80 celsius, time 5 hour. Procedure details: A mixture of 7 g 4-[2-(4-tert-butoxycarbonylamino-cyclohexyloxy)-pyridin-3-ylamino]-5-methyl-thieno[2,3-d]pyrimidine-6-carboxylic acid methyl ester and 4M sodium hydroxide solution (60 ml) and 500 mg lithium hydroxide in 60 ml MeOH was stirred at 80° C. for 5 hours. To the reaction mixture were added 65.2 ml 4M hydrochloric acid and the mixture was concentrated afterwards. The residue was triturated with water. The solid was isolated by filtration, washed with water and dried in a desiccator. As a reaction SMILES: C[O:2][C:3]([C:5]1[S:35][C:8]2[N:9]=[CH:10][N:11]=[C:12]([NH:13][C:14]3[C:15]([O:20][CH:21]4[CH2:26][CH2:25][CH:24]([NH:27][C:28]([O:30][C:31]([CH3:34])([CH3:33])[CH3:32])=[O:29])[CH2:23][CH2:22]4)=[N:16][CH:17]=[CH:18][CH:19]=3)[C:7]=2[C:6]=1[CH3:36])=[O:4].[OH-].[Na+].[OH-].[Li+].Cl>CO>[C:31]([O:30][C:28]([NH:27][CH:24]1[CH2:25][CH2:26][CH:21]([O:20][C:15]2[C:14]([NH:13][C:12]3[C:7]4[C:6]([CH3:36])=[C:5]([C:3]([OH:4])=[O:2])[S:35][C:8]=4[N:9]=[CH:10][N:11]=3)=[CH:19][CH:18]=[CH:17][N:16]=2)[CH2:22][CH2:23]1)=[O:29])([CH3:34])([CH3:32])[CH3:33] |f:1.2,3.4|. Starting materials: Cl (hydrochloric acid), COC(=O)C1=C(C2=C(N=CN=C2NC=2C(=NC=CC2)OC2CCC(CC2)NC(=O)OC(C)(C)C)S1)C (4-[2-(4-tert-butoxycarbonylamino-cyclohexyloxy)-pyridin-3-ylamino]-5-methyl-thieno[2,3-d]pyrimidine-6-carboxylic acid methyl ester), [OH-].[Na+] (sodium hydroxide), [OH-].[Li+] (lithium hydroxide). The reactants are CN(C)C=O, CN1CC(CCCl)Oc2ncccc2C1=O, [H-], [Na+], c1cn[nH]c1. Product: CN1CC(CCn2cccn2)Oc2ncccc2C1=O. Reaction SMILES: [CH3:24][N:25]([CH3:26])[CH:27]=[O:28].[Cl:8][CH2:9][CH2:10][CH:11]1[O:12][c:13]2[c:14]([cH:20][cH:21][cH:22][n:23]2)[C:15](=[O:19])[N:16]([CH3:18])[CH2:17]1.[H-:1].[Na+:2].[nH:3]1[n:4][cH:5][cH:6][cH:7]1>>[n:3]1([CH2:9][CH2:10][CH:11]2[O:12][c:13]3[c:14]([cH:20][cH:21][cH:22][n:23]3)[C:15](=[O:19])[N:16]([CH3:18])[CH2:17]2)[n:4][cH:5][cH:6][cH:7]1. The reactants are Amidine, ClP(C1=CC=CC=C1)C1=CC=CC=C1 (chlorodiphenylphosphine), C(C)(C)(C)C1=CC=C(C(=N)NC2=C(C=CC=C2C)C)C=C1 (4-t-butyl-N1-(2,6-dimethylphenyl)benzamidine), C(CCC)[Li] (butyllithium). Run at time 1 hour. Product: C(C)(C)(C)C1=CC=C(C(=NP(C2=CC=CC=C2)C2=CC=CC=C2)NC2=C(C=CC=C2C)C)C=C1 (4-tert-butyl-N1-(2,6-dimethylphenyl)-N2-(diphenylphosphino)-benzamidine). The yield is 93.0%. RXN SMILES: [C:1]([C:5]1[CH:21]=[CH:20][C:8]([C:9]([NH:11][C:12]2[C:17]([CH3:18])=[CH:16][CH:15]=[CH:14][C:13]=2[CH3:19])=[NH:10])=[CH:7][CH:6]=1)([CH3:4])([CH3:3])[CH3:2].C([Li])CCC.Cl[P:28]([C:35]1[CH:40]=[CH:39][CH:38]=[CH:37][CH:36]=1)[C:29]1[CH:34]=[CH:33][CH:32]=[CH:31][CH:30]=1>>[C:1]([C:5]1[CH:21]=[CH:20][C:8]([C:9]([NH:11][C:12]2[C:13]([CH3:19])=[CH:14][CH:15]=[CH:16][C:17]=2[CH3:18])=[N:10][P:28]([C:35]2[CH:36]=[CH:37][CH:38]=[CH:39][CH:40]=2)[C:29]2[CH:34]=[CH:33][CH:32]=[CH:31][CH:30]=2)=[CH:7][CH:6]=1)([CH3:4])([CH3:2])[CH3:3]. Procedure: Procedure as described for NP Amidine I using the following amounts: 1.40 g of 4-t-butyl-N1-(2,6-dimethylphenyl)benzamidine (Amidine IV, 5.0 mmol), 2.50 mL of 2.0 M butyllithium (5.0 mmol), 0.93 mL chlorodiphenylphosphine (5.0 mmol). After filtration to remove lithium chloride and removal of solvent, the sticky residue was treated with 20 mL of pentane. After 1 hour stirring at room temperature, the pentane was removed in vacuo yielding 2.16 g (93%) of off-white solid. Reactants: ClC(C)OC(=O)NCC1(CCCCC1)CC(=O)OCC=C (Allyl 1-{[(α-Chloroethoxy)carbonyl]aminomethyl}-1-Cyclohexane Acetate), C(C(C)C)(=O)O (isobutyric acid), C(C(C)C)(=O)O (isobutyric acid), CN1CCOCC1 (N-methylmorpholine), CCCCCC (hexane). The solvent is C(C)OCC (diethyl ether). Conditions: time 16 hour. Yields the product C(C(C)C)(=O)OC(C)OC(=O)NCC1(CCCCC1)CC(=O)OCC=C (Allyl 1-{[(α-Isobutanoyloxyethoxy)carbonyl]aminomethyl}-1-Cyclohexane Acetate), liquid. Yield: 84.0%. RXN SMILES: Cl[CH:2]([O:4][C:5]([NH:7][CH2:8][C:9]1([CH2:15][C:16]([O:18][CH2:19][CH:20]=[CH2:21])=[O:17])[CH2:14][CH2:13][CH2:12][CH2:11][CH2:10]1)=[O:6])[CH3:3].[C:22]([OH:27])(=[O:26])[CH:23]([CH3:25])[CH3:24].CN1CCOCC1.CCCCCC>C(OCC)C>[C:22]([O:27][CH:2]([O:4][C:5]([NH:7][CH2:8][C:9]1([CH2:15][C:16]([O:18][CH2:19][CH:20]=[CH2:21])=[O:17])[CH2:14][CH2:13][CH2:12][CH2:11][CH2:10]1)=[O:6])[CH3:3])(=[O:26])[CH:23]([CH3:25])[CH3:24]. Reported procedure: A solution of compound (14) (38 g, 0.12 mol) in isobutyric acid (55 mL, 52.5 g, 0.6 mol) was added to a mixture of isobutyric acid (55 mL, 52.5 g, 0.6 mol) in N-methylmorpholine (65 mL, 60 g, 0.59 mol) at 0° C. over a period of 30 min. The resulting turbid solution was stirred for 16 h at room temperature. The reaction mixture was diluted with diethyl ether (500 mL) and washed with water (3×200 mL) followed by 10% potassium bicarbonate (4×200 mL) and brine (200 mL). The organic phase was dried o... The reactants are O=C([O-])O, ClCCl, COCN1c2cc(CO)ccc2Sc2nccnc21, CS(=O)(=O)Cl, CN(C)C=O, [Na+], c1ccncc1. Product: COCN1c2cc(CCl)ccc2Sc2nccnc21. RXN SMILES: [C:31](=[O:32])([O-:33])[OH:34].[CH2:36]([Cl:37])[Cl:38].[CH3:1][O:2][CH2:3][N:4]1[c:5]2[c:6]([n:16][cH:17][cH:18][n:19]2)[S:7][c:8]2[c:9]1[cH:10][c:11]([CH2:14][OH:15])[cH:12][cH:13]2.[CH3:26][S:27]([Cl:28])(=[O:29])=[O:30].[CH3:39][N:40]([CH3:41])[CH:42]=[O:43].[Na+:35].[cH:20]1[cH:21][cH:22][n:23][cH:24][cH:25]1>>[CH3:1][O:2][CH2:3][N:4]1[c:5]2[c:6]([n:16][cH:17][cH:18][n:19]2)[S:7][c:8]2[c:9]1[cH:10][c:11]([CH2:14][Cl:28])[cH:12][cH:13]2. Starting materials: CC(C)CCOc1nc(N)c2ncn(C3CCCCO3)c2n1, ClC(Cl)Cl, ClCCl, O=C1CCC(=O)N1Br. Yields the product CC(C)CCOc1nc(N)c2nc(Br)n(C3CCCCO3)c2n1. Reaction SMILES: [CH3:1][CH:2]([CH2:3][CH2:4][O:5][c:6]1[n:7][c:8]([NH2:21])[c:9]2[n:10][cH:11][n:12]([CH:15]3[O:16][CH2:17][CH2:18][CH2:19][CH2:20]3)[c:13]2[n:14]1)[CH3:22].[CH:34]([Cl:35])([Cl:36])[Cl:37].[Cl:31][CH2:32][Cl:33].[O:23]=[C:24]1[N:25]([Br:30])[C:26](=[O:27])[CH2:28][CH2:29]1>>[CH3:1][CH:2]([CH2:3][CH2:4][O:5][c:6]1[n:7][c:8]([NH2:21])[c:9]2[n:10][c:11]([Br:30])[n:12]([CH:15]3[O:16][CH2:17][CH2:18][CH2:19][CH2:20]3)[c:13]2[n:14]1)[CH3:22]. The reactants are [BH3-]C#N, ClCCl, CC#N, Cc1cc(OC2CC(COCc3ccccc3)C(OCc3ccccc3)C(OCc3ccccc3)C2OCc2ccccc2)c(C(=O)c2ccc(C3CC3)cc2)s1, C[Si](C)(C)Cl, [Na+]. The product is Cc1cc(OC2CC(COCc3ccccc3)C(OCc3ccccc3)C(OCc3ccccc3)C2OCc2ccccc2)c(Cc2ccc(C3CC3)cc2)s1. As a reaction SMILES: [C:6]([BH3-:7])#[N:8].[CH2:67]([Cl:68])[Cl:69].[CH3:70][C:71]#[N:72].[CH:10]1([c:13]2[cH:14][cH:15][c:16]([C:19](=[O:20])[c:21]3[s:22][c:23]([CH3:66])[cH:24][c:25]3[O:26][CH:27]3[CH:28]([O:58][CH2:59][c:60]4[cH:61][cH:62][cH:63][cH:64][cH:65]4)[CH:29]([O:50][CH2:51][c:52]4[cH:53][cH:54][cH:55][cH:56][cH:57]4)[CH:30]([O:42][CH2:43][c:44]4[cH:45][cH:46][cH:47][cH:48][cH:49]4)[CH:31]([CH2:33][O:34][CH2:35][c:36]4[cH:37][cH:38][cH:39][cH:40][cH:41]4)[CH2:32]3)[cH:17][cH:18]2)[CH2:11][CH2:12]1.[Cl:1][Si:2]([CH3:3])([CH3:4])[CH3:5].[Na+:9]>>[CH:10]1([c:13]2[cH:14][cH:15][c:16]([CH2:19][c:21]3[s:22][c:23]([CH3:66])[cH:24][c:25]3[O:26][CH:27]3[CH:28]([O:58][CH2:59][c:60]4[cH:61][cH:62][cH:63][cH:64][cH:65]4)[CH:29]([O:50][CH2:51][c:52]4[cH:53][cH:54][cH:55][cH:56][cH:57]4)[CH:30]([O:42][CH2:43][c:44]4[cH:45][cH:46][cH:47][cH:48][cH:49]4)[CH:31]([CH2:33][O:34][CH2:35][c:36]4[cH:37][cH:38][cH:39][cH:40][cH:41]4)[CH2:32]3)[cH:17][cH:18]2)[CH2:11][CH2:12]1.